From a dataset of the Open Reaction Database (ORD), a public repository of structured organic reaction records. describe an organic reaction: reactants, conditions, products, and yield Starting materials: O=C[O-], CC(=O)OC=O, O=CO, [Cl-], CC1(C)Oc2ccc(C(=O)CN=[N+]=[N-])cc2S1, [Na+]. Product: CC1(C)Oc2ccc(C(=O)CNC=O)cc2S1. RXN SMILES: [CH:19](=[O:20])[O-:21].[CH:23]([O:24][C:25](=[O:26])[CH3:27])=[O:28].[CH:29]([OH:30])=[O:31].[Cl-:18].[N:1](=[N+:2]=[N-:3])[CH2:4][C:5](=[O:6])[c:7]1[cH:8][cH:9][c:10]2[c:11]([cH:17]1)[S:12][C:13]([CH3:15])([CH3:16])[O:14]2.[Na+:22]>>[NH:1]([CH2:4][C:5](=[O:6])[c:7]1[cH:8][cH:9][c:10]2[c:11]([cH:17]1)[S:12][C:13]([CH3:15])([CH3:16])[O:14]2)[CH:19]=[O:20].